Task: describe an organic reaction: reactants, conditions, products, and yield. Dataset: the Open Reaction Database (ORD), a public repository of structured organic reaction records Reported procedure: A mixture of 200 mg of 3-fluoro-5-methoxy-4-(2-propynyloxy)benzoyl chloride and 1 ml of tetrahydrofuran was added dropwise under ice cooling to a mixture of 5 ml of tetrahydrofuran, 93 mg of cyclohexylmethylamine and 100 mg of triethylamine. Then, the mixture obtained was stirred at room temperature for 0.5 hour. The reaction mixture was filtered. The filtrate was concentrated under reduced pressure. Water was added to the residue and the mixture was extracted with chloroform. The organic layer ... The reactants are FC=1C=C(C(=O)Cl)C=C(C1OCC#C)OC (3-fluoro-5-methoxy-4-(2-propynyloxy)benzoyl chloride), O1CCCC1 (tetrahydrofuran), O1CCCC1 (tetrahydrofuran), C1(CCCCC1)CN (cyclohexylmethylamine). RXN SMILES: [F:1][C:2]1[CH:3]=[C:4]([CH:8]=[C:9]([O:15][CH3:16])[C:10]=1[O:11][CH2:12][C:13]#[CH:14])[C:5](Cl)=[O:6].O1CCCC1.[CH:22]1([CH2:28][NH2:29])[CH2:27][CH2:26][CH2:25][CH2:24][CH2:23]1>C(N(CC)CC)C>[CH:22]1([CH2:28][NH:29][C:5](=[O:6])[C:4]2[CH:8]=[C:9]([O:15][CH3:16])[C:10]([O:11][CH2:12][C:13]#[CH:14])=[C:2]([F:1])[CH:3]=2)[CH2:27][CH2:26][CH2:25][CH2:24][CH2:23]1. The solvent is C(C)N(CC)CC (triethylamine). Run at time 0.5 hour. The yield is 85.0%. Product: C1(CCCCC1)CNC(C1=CC(=C(C(=C1)OC)OCC#C)F)=O (N-cyclohexylmethyl-3-fluoro-5-methoxy-4-(2-propynyloxy)benzamide). Reactants: CC(C)(C)[Si](C)(C)OCc1cc(Br)ccc1Cl, [Li]CCCC, C1CCOC1, CN(C)C=O. Product: CC(C)(C)[Si](C)(C)OCc1cc(C=O)ccc1Cl. As a reaction SMILES: [Br:1][c:2]1[cH:3][cH:4][c:5]([Cl:17])[c:6]([CH2:7][O:8][Si:9]([CH3:10])([CH3:11])[C:12]([CH3:13])([CH3:14])[CH3:15])[cH:16]1.[CH2:18]([Li:19])[CH2:20][CH2:21][CH3:22].[CH2:28]1[O:29][CH2:30][CH2:31][CH2:32]1.[O:23]=[CH:24][N:25]([CH3:26])[CH3:27]>>[c:2]1([CH:24]=[O:23])[cH:3][cH:4][c:5]([Cl:17])[c:6]([CH2:7][O:8][Si:9]([CH3:10])([CH3:11])[C:12]([CH3:13])([CH3:14])[CH3:15])[cH:16]1. Reactants: ClCCl (Dichloromethane), ClC1=C(C(=O)OC)C(=CC=C1)C (methyl 2-chloro-6-methylbenzoate), BrN1C(CCC1=O)=O (N-bromosuccinimide), C(C1=CC=CC=C1)(=O)OOC(C1=CC=CC=C1)=O (benzoyl peroxide). The solvent is C(Cl)(Cl)(Cl)Cl (carbon tetrachloride). Product: BrCC1=C(C(=O)OC)C(=CC=C1)Cl (methyl 2-(bromomethyl)-6-chlorobenzoate). The yield is 95.1%. Reaction SMILES: [Cl:1][C:2]1[CH:11]=[CH:10][CH:9]=[C:8]([CH3:12])[C:3]=1[C:4]([O:6][CH3:7])=[O:5].[Br:13]N1C(=O)CCC1=O.C(OOC(=O)C1C=CC=CC=1)(=O)C1C=CC=CC=1.ClCCl>C(Cl)(Cl)(Cl)Cl>[Br:13][CH2:12][C:8]1[CH:9]=[CH:10][CH:11]=[C:2]([Cl:1])[C:3]=1[C:4]([O:6][CH3:7])=[O:5]. Procedure: A mixture of methyl 2-chloro-6-methylbenzoate (3.0 g, 16.2 mmol), N-bromosuccinimide (3.0 g, 17.0 mmol), and benzoyl peroxide (catalytic) in anhydrous carbon tetrachloride (50 mL) was stirred at reflux overnight. Dichloromethane (50 mL) was added after cooling to room temperature. The mixture was extracted with 1 N NaOH (2×100 mL). The organic layer was recovered, dried over MgSO4, filtered, and evaporated, and the residue was dried in vacuo, affording methyl 2-(bromomethyl)-6-chlorobenzoate (4.... The reactants are Cl, C1COCCO1, CC(C)(C)OC(=O)N1CCC(C)(N2CCC(N3C(=O)NC4CCCCC43)CC2)CC1. Yields the product Cl, CC1(N2CCC(N3C(=O)NC4CCCCC43)CC2)CCNCC1. Reaction SMILES: [ClH:1].[O:2]1[CH2:3][CH2:4][O:5][CH2:6][CH2:7]1.[O:8]=[C:9]1[NH:10][CH:11]2[CH:12]([N:13]1[CH:14]1[CH2:15][CH2:16][N:17]([C:20]3([CH3:33])[CH2:21][CH2:22][N:23]([C:26]([O:27][C:28]([CH3:29])([CH3:30])[CH3:31])=[O:32])[CH2:24][CH2:25]3)[CH2:18][CH2:19]1)[CH2:34][CH2:35][CH2:36][CH2:37]2>>[ClH:1].[O:8]=[C:9]1[NH:10][CH:11]2[CH:12]([N:13]1[CH:14]1[CH2:15][CH2:16][N:17]([C:20]3([CH3:33])[CH2:21][CH2:22][NH:23][CH2:24][CH2:25]3)[CH2:18][CH2:19]1)[CH2:34][CH2:35][CH2:36][CH2:37]2. Starting materials: Cc1cc(Br)ccc1N, CCOCC, Cl, O=N[O-], [Na+], O. Yields the product Cc1cc(Br)ccc1NN, Cl. Reaction SMILES: [Br:1][c:2]1[cH:3][c:4]([CH3:9])[c:5]([NH2:6])[cH:7][cH:8]1.[CH3:14][CH2:15][O:16][CH2:17][CH3:18].[ClH:19].[N:10]([O-:11])=[O:12].[Na+:13].[OH2:20]>>[Br:1][c:2]1[cH:3][c:4]([CH3:9])[c:5]([NH:6][NH2:10])[cH:7][cH:8]1.[ClH:19]. The product is FC1=C(C(=CC=C1F)OC)C=1N=C(SC1C(=O)O)C=1C(=NN2C1C=CC=C2)C (4-(2,3-difluoro-6-methoxyphenyl)-2-(2-methylpyrazolo[1,5-a]pyridin-3-yl)-1,3-thiazole-5-carboxylic acid). As a reaction SMILES: ClC1C=CC=C(F)C=1[C:9]1[N:10]=[C:11]([C:17]2[C:18]([CH3:26])=[N:19][N:20]3[CH:25]=[CH:24][CH:23]=[CH:22][C:21]=23)[S:12][C:13]=1[C:14]([OH:16])=[O:15].[F:27][C:28]1[C:33]([F:34])=[CH:32][CH:31]=[C:30]([O:35][CH3:36])[C:29]=1B(O)O>>[F:27][C:28]1[C:33]([F:34])=[CH:32][CH:31]=[C:30]([O:35][CH3:36])[C:29]=1[C:9]1[N:10]=[C:11]([C:17]2[C:18]([CH3:26])=[N:19][N:20]3[CH:25]=[CH:24][CH:23]=[CH:22][C:21]=23)[S:12][C:13]=1[C:14]([OH:16])=[O:15]. Reported procedure: According to the similar manner described in Example 97-B (i) and (ii), the title compound (237 mg, 78%) has been obtained as a brown solid by the Suzuki coupling reaction followed by standard ester hydrolysis reaction using methyl 2-(2-methylpyrazolo[1,5-a]pyridin-3-yl)-4-{[trifluoromethyl)sulfonyl]oxy}-1,3-thiazole-5-carboxylate (339 mg, 0.805 mmol) obtained in Example 13-B (ii) and 2,3-difluoro-6-methoxyphenylboronic acid (303 mg, 1.61 mmol). The pure title compound has been obtained by washi... Reactants: ester, ClC1=C(C(=CC=C1)F)C=1N=C(SC1C(=O)O)C=1C(=NN2C1C=CC=C2)C (4-(2-chloro-6-fluorophenyl)-2-(2-methylpyrazolo[1,5-a]pyridin-3-yl)-1,3-thiazole-5-carboxylic acid), FC1=C(C(=CC=C1F)OC)B(O)O (2,3-difluoro-6-methoxyphenylboronic acid). Reactants: C1CCNCC1, CN(C)C=O, O=C(NC(CO)C1Cc2ccccc2C1)OCC1c2ccccc2-c2ccccc21. Yields the product NC(CO)C1Cc2ccccc2C1. RXN SMILES: [CH2:1]1[CH2:2][CH2:3][NH:4][CH2:5][CH2:6]1.[O:37]=[CH:38][N:39]([CH3:40])[CH3:41].[cH:7]1[c:8]2[c:20]([cH:21][cH:22][cH:36]1)-[c:15]1[c:14]([cH:19][cH:18][cH:17][cH:16]1)[CH:9]2[CH2:10][O:11][C:12](=[O:13])[NH:23][CH:24]([CH2:25][OH:26])[CH:27]1[CH2:28][c:29]2[cH:30][cH:31][cH:32][cH:33][c:34]2[CH2:35]1>>[NH2:23][CH:24]([CH2:25][OH:26])[CH:27]1[CH2:28][c:29]2[cH:30][cH:31][cH:32][cH:33][c:34]2[CH2:35]1. Starting materials: Cl (hydrogen chloride), OC1=CC=C(C=O)C=C1 (4-Hydroxybenzaldehyde), C(#N)[BH3-].[Na+] (sodium cyanoborohydride), Cl.N1CC(=CCC1)C(=O)OC (methyl 1,2,5,6-tetrahydropyridine-3-carboxylate hydrochloride). Run in CO (methanol), CC(=O)C (acetone). Run at temperature 25 celsius, time 3 day. The product is Cl.OC1=CC=C(CN2CC(=CCC2)C(=O)OC)C=C1 (methyl 1-(4-hydroxybenzyl)-1,2,5,6-tetrahydropyridine-3-carboxylate hydrochloride). Yield: 65.8%. As a reaction SMILES: [OH:1][C:2]1[CH:9]=[CH:8][C:5]([CH:6]=O)=[CH:4][CH:3]=1.C([BH3-])#N.[Na+].[ClH:14].[NH:15]1[CH2:20][CH2:19][CH:18]=[C:17]([C:21]([O:23][CH3:24])=[O:22])[CH2:16]1.Cl>CO.CC(C)=O>[ClH:14].[OH:1][C:2]1[CH:9]=[CH:8][C:5]([CH2:6][N:15]2[CH2:20][CH2:19][CH:18]=[C:17]([C:21]([O:23][CH3:24])=[O:22])[CH2:16]2)=[CH:4][CH:3]=1 |f:1.2,3.4,8.9|. Procedure details: 4-Hydroxybenzaldehyde (1.34 g.) and sodium cyanoborohydride (0.7 g.) were added to a solution of methyl 1,2,5,6-tetrahydropyridine-3-carboxylate hydrochloride (3.1 g.) in methanol (30 ml.). The mixture was stirred for 3 days at 25° C., evaporated and water (30 ml.) added to the residue followed by concentrated hydrochloric acid to pH 1. This mixture was extracted with ether (2×20 ml.) and the extracts discarded. The aqueous phase was basified to pH 9 with 10% w/v sodium carbonate solution and th... The reactants are COC=1C=C2C(=C(NC2=CC1)C)CC(=O)OC (Methyl (5-methoxy-2-methyl-1H-indol-3-yl)acetate), C[Si](C)(C)[N-][Si](C)(C)C.[K+] (KHMDS), Cl (HCl), BrC1=CC=C(CBr)C=C1 (4-bromobenzyl bromide). Run in C1CCOC1 (THF), CN1CCCN(C1=O)C (DMPU), C1CCOC1 (THF). Reaction conditions: temperature 0 celsius. The product is BrC1=CC=C(CN2C(=C(C3=CC(=CC=C23)OC)CC(=O)OC)C)C=C1 (Methyl (1-(4-bromobenzyl)-5-methoxy-2-methyl-1H-indol-3-yl)acetate). Isolated yield 48.0%. RXN SMILES: [CH3:1][O:2][C:3]1[CH:4]=[C:5]2[C:9](=[CH:10][CH:11]=1)[NH:8][C:7]([CH3:12])=[C:6]2[CH2:13][C:14]([O:16][CH3:17])=[O:15].C[Si]([N-][Si](C)(C)C)(C)C.[K+].[Br:28][C:29]1[CH:36]=[CH:35][C:32]([CH2:33]Br)=[CH:31][CH:30]=1.Cl>C1COCC1.CN1C(=O)N(C)CCC1>[Br:28][C:29]1[CH:36]=[CH:35][C:32]([CH2:33][N:8]2[C:9]3[C:5](=[CH:4][C:3]([O:2][CH3:1])=[CH:11][CH:10]=3)[C:6]([CH2:13][C:14]([O:16][CH3:17])=[O:15])=[C:7]2[CH3:12])=[CH:31][CH:30]=1 |f:1.2|. Reported procedure: To a solution of ester from Step 1 (13.8 g, 59 mmol) in THF (300 mL) and DMPU (40 mL) at -78° C. was added KHMDS solution (0.64M/toluene, 95 mL, 60 mmol). The reaction mixture was warmed to 0° C. and was then recooled to -78° C., at which point a solution of 4-bromobenzyl bromide (17.0 g, 68 mmol) in THF (80 mL) was added via double-tipped needle. The reaction was allowed to warm to r.t., and was then poured into 1M HCl (500 mL). The product was extracted with Et2O and the organic phase was wash... The reactants are [BH4-].[Na+] (sodium borohydride), B(F)(F)F.CCOCC (boron trifluoride etherate), CS(=O)(=O)O[C@@H]1C[C@H](N(C1)C(=O)OCC1=CC=C(C=C1)[N+](=O)[O-])C(=O)N1C(NCC1)=O ((2S,4R)-4-methanesulfonyloxy-1-(4-nitrobenzyloxycarbonyl)- 2-(2-oxoimidazolidin-1-yl)carbonylpyrrolidine), CO (methanol). Run in C(C)(=O)OCC (ethyl acetate), O1CCCC1 (tetrahydrofuran), O1CCCC1 (tetrahydrofuran), O1CCCC1 (tetrahydrofuran). Run at time 10 minute. Product: CS(=O)(=O)O[C@@H]1C[C@H](N(C1)C(=O)OCC1=CC=C(C=C1)[N+](=O)[O-])CN1C(NCC1)=O ((2S,4R)-4-methanesulfonyloxy-1-(4-nitrobenzyloxycarbonyl)-2-(2-oxoimidazolidin-1-yl)methylpyrrolidine). The yield is 41.8%. RXN SMILES: [BH4-].[Na+].B(F)(F)F.CCOCC.[CH3:12][S:13]([O:16][C@H:17]1[CH2:21][N:20]([C:22]([O:24][CH2:25][C:26]2[CH:31]=[CH:30][C:29]([N+:32]([O-:34])=[O:33])=[CH:28][CH:27]=2)=[O:23])[C@H:19]([C:35]([N:37]2[CH2:41][CH2:40][NH:39][C:38]2=[O:42])=O)[CH2:18]1)(=[O:15])=[O:14].CO>O1CCCC1.C(OCC)(=O)C>[CH3:12][S:13]([O:16][C@H:17]1[CH2:21][N:20]([C:22]([O:24][CH2:25][C:26]2[CH:31]=[CH:30][C:29]([N+:32]([O-:34])=[O:33])=[CH:28][CH:27]=2)=[O:23])[C@H:19]([CH2:35][N:37]2[CH2:41][CH2:40][NH:39][C:38]2=[O:42])[CH2:18]1)(=[O:15])=[O:14] |f:0.1,2.3|. Procedure: To a solution of sodium borohydride (0.32 g) in tetrahydrofuran (20 ml) was added dropwise boron trifluoride etherate (6.0 ml) under ice-cooling and the mixture was stirred at the same temperature for 10 minutes. To the mixture was added a solution of (2S,4R)-4-methanesulfonyloxy-1-(4-nitrobenzyloxycarbonyl)- 2-(2-oxoimidazolidin-1-yl)carbonylpyrrolidine (2.0 g) in tetrahydrofuran (10 ml) and the mixture was stirred at ambient temperature for 3 hours. To a reaction mixture was added dropwise met...